Dataset: the Open Reaction Database (ORD), a public repository of structured organic reaction records. Task: describe an organic reaction: reactants, conditions, products, and yield The reactants are Cl.CON (O-methyl-hydroxylamine hydrochloride), Cl.N1CC(=CCC1)C=O (1,2,5,6-tetrahydropyridin-3-carboxaldehyde hydrochloride). Solvent: O (water). Yields the product Cl.CON=CC=1CNCCC1 (1,2,5,6-tetrahydropyridin-3-carboxaldehyde-O-methyloxime Hydrochloride). Isolated yield 79.9%. Reaction SMILES: [ClH:1].[NH:2]1[CH2:7][CH2:6][CH:5]=[C:4]([CH:8]=O)[CH2:3]1.Cl.[CH3:11][O:12][NH2:13]>O>[ClH:1].[CH3:11][O:12][N:13]=[CH:8][C:4]1[CH2:3][NH:2][CH2:7][CH2:6][CH:5]=1 |f:0.1,2.3,5.6|. Procedure details: To a solution of 5 g (0.034 mol) of 1,2,5,6-tetrahydropyridin-3-carboxaldehyde hydrochloride, (CHEM. BER. 40, 4685, 1907)-- in 30 cm3 of water, 2.85 g (0.034 mol) of O-methyl-hydroxylamine hydrochloride is added with agitation for 1 hour at ambient temperature. The reactional mixture is evaporated to dryness and the residue is recrystallized from absolute ethanol. 4.8 g (80%) of product is obtained with m.p.. 208° C.(decomposes) White crystalline powder. The reactants are COC(=O)C1=NNC(=C(C1C1=CC=CC2=NON=C21)C(=O)OC(C)C)C (4-(2,1,3-benzoxadiazol-4-yl)-1,4-dihydro-5-isopropoxycarbonyl-6-methyl-3-pyridazine carboxylic acid methylester), [OH-].[K+] (potassium hydroxide), ice water, CI (methyl iodide). The solvent is CS(=O)C (dimethyl sulphoxide). Reaction conditions: time 45 minute. Product: COC(=O)C1=NN(C(=C(C1C1=CC=CC2=NON=C21)C(=O)OC(C)C)C)C (4-(2,1,3-benzoxadiazol-4-yl)-1,4-dihydro-5-isopropoxycarbonyl-1,6-dimethyl-3-pyridazine carboxylic acid methylester). RXN SMILES: [CH3:1][O:2][C:3]([C:5]1[CH:10]([C:11]2[C:19]3[C:15](=[N:16][O:17][N:18]=3)[CH:14]=[CH:13][CH:12]=2)[C:9]([C:20]([O:22][CH:23]([CH3:25])[CH3:24])=[O:21])=[C:8]([CH3:26])[NH:7][N:6]=1)=[O:4].[OH-].[K+].[CH3:29]I>CS(C)=O>[CH3:1][O:2][C:3]([C:5]1[CH:10]([C:11]2[C:19]3[C:15](=[N:16][O:17][N:18]=3)[CH:14]=[CH:13][CH:12]=2)[C:9]([C:20]([O:22][CH:23]([CH3:24])[CH3:25])=[O:21])=[C:8]([CH3:26])[N:7]([CH3:29])[N:6]=1)=[O:4] |f:1.2|. Reported procedure: To the solution of 3.2 g of 4-(2,1,3-benzoxadiazol-4-yl)-1,4-dihydro-5-isopropoxycarbonyl-6-methyl-3-pyridazine carboxylic acid methylester (I R4 =H, R3 =CH3, R1 =CH3, R2 =isopropyl) in 60 ml of dimethyl sulphoxide are added 2.0 g of powdered potassium hydroxide, and then 1.1 ml of methyl iodide are dropwise added. The mixture is stirred for 45 minutes at room temperature, and is then poured into 120 ml of ice water and extracted with methylene chloride. The product obtained after drying the met... The product is N#Cc1ccc(N2CCCCC2)cc1. Reaction SMILES: [C:16](=[O:17])([O-:18])[O-:19].[CH2:10]1[CH2:11][CH2:12][NH:13][CH2:14][CH2:15]1.[CH3:22][CH2:23][CH2:24][CH2:25][CH2:26][CH3:27].[CH3:28][N:29]1[CH2:30][CH2:31][CH2:32][C:33]1=[O:34].[F:1][c:2]1[cH:3][cH:4][c:5]([C:6]#[N:7])[cH:8][cH:9]1.[K+:20].[K+:21].[OH2:35]>>[c:2]1([N:13]2[CH2:12][CH2:11][CH2:10][CH2:15][CH2:14]2)[cH:3][cH:4][c:5]([C:6]#[N:7])[cH:8][cH:9]1. Reactants: O=C([O-])[O-], C1CCNCC1, CCCCCC, CN1CCCC1=O, N#Cc1ccc(F)cc1, [K+], [K+], O. Starting materials: O (water), CC1=NC2=C(N1)C=CC=C2C(=O)OC (methyl 2-methyl-1H-benzimidazole-4-carboxylate), C([O-])([O-])=O.[K+].[K+] (potassium carbonate), CCCBr (n-propyl bromide). Run in CN(C=O)C (N,N-dimethylformamide). Conditions: time 2 day. The product is 3˜ethyl acetate, CC1=NC2=C(N1CCC)C=CC=C2C(=O)OC (methyl 2-methyl-1-propyl-1H-benzimidazole-4-carboxylate). Reaction SMILES: [CH3:1][C:2]1[NH:6][C:5]2[CH:7]=[CH:8][CH:9]=[C:10]([C:11]([O:13][CH3:14])=[O:12])[C:4]=2[N:3]=1.C(=O)([O-])[O-].[K+].[K+].[CH3:21][CH2:22][CH2:23]Br.O>CN(C)C=O>[CH3:1][C:2]1[N:6]([CH2:21][CH2:22][CH3:23])[C:5]2[CH:7]=[CH:8][CH:9]=[C:10]([C:11]([O:13][CH3:14])=[O:12])[C:4]=2[N:3]=1 |f:1.2.3|. Reported procedure: To a solution of methyl 2-methyl-1H-benzimidazole-4-carboxylate (250 mg) in N,N-dimethylformamide (4 ml) were added potassium carbonate (363 mg) and n-propyl bromide at ambient temperature and the mixture was stirred at the same temperature for 2 days. The reaction mixture was poured into water and the aqueous solution was extracted with ethyl acetate. The organic layer was washed with water and brine and the solution was dried over magnesium sulfate. The solvent was evaporated in vacuo and the ...